This data is from the Open Reaction Database (ORD), a public repository of structured organic reaction records. The task is: describe an organic reaction: reactants, conditions, products, and yield The reactants are BrC1=CC=C2C(OC(C2=C1)=O)C1=C(C=CC=C1)OC (6-bromo-3-(2-methoxyphenyl)isobenzofuran-1(3H)-one), [OH-].[K+] (KOH), N1=CC=CC=C1 (pyridine), [Mn](=O)(=O)(=O)[O-].[K+] (potassium permanganate). Run at temperature 100 celsius, time 4 hour. Product: BrC=1C=CC(=C(C(=O)O)C1)C(C1=C(C=CC=C1)OC)=O (5-bromo-2-(2-methoxybenzoyl)benzoic acid). The yield is 77.8%. As a reaction SMILES: [Br:1][C:2]1[CH:10]=[C:9]2[C:5]([CH:6]([C:12]3[CH:17]=[CH:16][CH:15]=[CH:14][C:13]=3[O:18][CH3:19])[O:7][C:8]2=[O:11])=[CH:4][CH:3]=1.[OH-].[K+].N1C=CC=CC=1.[Mn]([O-])(=O)(=O)=[O:29].[K+]>>[Br:1][C:2]1[CH:3]=[CH:4][C:5]([C:6](=[O:29])[C:12]2[CH:17]=[CH:16][CH:15]=[CH:14][C:13]=2[O:18][CH3:19])=[C:9]([CH:10]=1)[C:8]([OH:7])=[O:11] |f:1.2,4.5|. Procedure: This compound was prepared according to Ukita et al J. Med. Chem. 2001, 44, 2204. To a stirred mixture of 6-bromo-3-(2-methoxyphenyl)isobenzofuran-1(3H)-one (5.15 g, 16.1 mmol) in KOH (25% aqueous) (64.5 mL, 16.1 mmol) and pyridine (32.3 mL, 16.1 mmol) in a pressure tube was added powder potassium permanganate (3.83 g, 24.2 mmol). The reaction was heated at 100° C. After 4 h, LCMS showed ˜95% conversion to product. The reaction was cooled to rt. The mixture was filtered, and the solid residue wa...